From a dataset of the Open Reaction Database (ORD), a public repository of structured organic reaction records. describe an organic reaction: reactants, conditions, products, and yield Reactants: BrCc1ccccc1, COc1ccc2c(c1)C(=O)C(=O)N2, [H-], [Na+], CN(C)C=O, O. Yields the product COc1ccc2c(c1)C(=O)C(=O)N2Cc1ccccc1. As a reaction SMILES: [Br:16][CH2:17][c:18]1[cH:19][cH:20][cH:21][cH:22][cH:23]1.[CH3:1][O:2][c:3]1[cH:4][c:5]2[c:9]([cH:10][cH:11]1)[NH:8][C:7](=[O:12])[C:6]2=[O:13].[H-:14].[Na+:15].[O:25]=[CH:26][N:27]([CH3:28])[CH3:29].[OH2:24]>>[CH3:1][O:2][c:3]1[cH:4][c:5]2[c:9]([cH:10][cH:11]1)[N:8]([CH2:17][c:18]1[cH:19][cH:20][cH:21][cH:22][cH:23]1)[C:7](=[O:12])[C:6]2=[O:13]. Starting materials: O=C([O-])[O-], NCCOCc1ccccc1, COC(=O)C(=O)Cl, ClCCl, [K+], [K+]. The product is COC(=O)C(=O)NCCOCc1ccccc1. As a reaction SMILES: [C:12](=[O:13])([O-:14])[O-:15].[CH2:1]([c:2]1[cH:3][cH:4][cH:5][cH:6][cH:7]1)[O:8][CH2:9][CH2:10][NH2:11].[Cl:18][C:19]([C:20](=[O:21])[O:22][CH3:23])=[O:24].[Cl:25][CH2:26][Cl:27].[K+:16].[K+:17]>>[CH2:1]([c:2]1[cH:3][cH:4][cH:5][cH:6][cH:7]1)[O:8][CH2:9][CH2:10][NH:11][C:19]([C:20](=[O:21])[O:22][CH3:23])=[O:24]. Starting materials: C(=O)C1=C(OCC(=O)OC)C=CC(=C1)[N+](=O)[O-] (methyl 2-(2-formyl-4-nitrophenoxy)acetate), CCO (EtOH), N12CCCCCC2=NCCC1 (1,8-diazabicyclo[5.4.0]undec-7-ene), [N+](=O)([O-])C=1C=CC2=C(C=C(O2)C(=O)OCC)C1 (Ethyl 5-nitrobenzo[d]furan-2-carboxylate). Conditions: temperature 25 celsius, time 20 hour. Product: O1C2=C(C=C1)C=C(C=C2)NC(\C=C\C2=CC=C(C=C2)C(C)(C)C)=O ((2E)-N-Benzo[b]furan-5-yl-3-[4-(tert-butyl)phenyl]prop-2-enamide). Reaction SMILES: [N+]([C:4]1[CH:5]=[CH:6][C:7]2O[C:10]([C:12]([O:14]CC)=O)=[CH:9][C:8]=2[CH:17]=1)([O-])=O.C([C:20]1[CH:31]=[C:30]([N+:32]([O-])=O)[CH:29]=[CH:28][C:21]=1[O:22][CH2:23][C:24](OC)=O)=O.[CH3:35]CO.N12[CH2:48][CH2:47][CH2:46]N=C1CCCCC2>>[O:22]1[CH:23]=[CH:24][C:28]2[CH:29]=[C:30]([NH:32][C:12](=[O:14])/[CH:10]=[CH:9]/[C:8]3[CH:17]=[CH:4][C:5]([C:47]([CH3:48])([CH3:35])[CH3:46])=[CH:6][CH:7]=3)[CH:31]=[CH:20][C:21]1=2. Procedure: Ethyl 5-nitrobenzo[d]furan-2-carboxylate. To a 250 mL round-bottomed flask was added methyl 2-(2-formyl-4-nitrophenoxy)acetate, Example 38(a), (5.3 g, 22 mmol), EtOH (110 mL) and 1,8-diazabicyclo[5.4.0]undec-7-ene (3.7 g, 24 mmol, Aldrich). The reaction mixture was magnetically stirred at 25° C. for 20 h, then concentrated to approximately half of its volume in vacuo. After cooling the mixture in an ice bath for 20 min, a precipitate formed which was collected by filtration and washed with ice c... The reactants are [Si](C)(C)(C(C)(C)C)OC[C@@H](C1=CC=CC=C1)NC(C1=CC(=CC=C1)I)=O (N-(1-tert-butyldimethylsilyloxy-2(R)-phenylethan-2-yl)-3-iodobenzamide), COC=1C=CC(=CC1)P2(=S)SP(=S)(S2)C=3C=CC(=CC3)OC (Lawesson's reagent), O (water). Run in COCCOC (1,2-dimethoxyethane). Reaction conditions: time 1 hour. The product is [Si](C)(C)(C(C)(C)C)OC[C@@H](C1=CC=CC=C1)NC(C1=CC(=CC=C1)I)=S (N-(1-tert-butyldimethylsilyloxy-2(R)-phenyl-ethan-2-yl)-3-iodobenzthiamide). Yield: 50.1%. RXN SMILES: [Si:1]([O:8][CH2:9][C@H:10]([NH:17][C:18](=O)[C:19]1[CH:24]=[CH:23][CH:22]=[C:21]([I:25])[CH:20]=1)[C:11]1[CH:16]=[CH:15][CH:14]=[CH:13][CH:12]=1)([C:4]([CH3:7])([CH3:6])[CH3:5])([CH3:3])[CH3:2].COC1C=CC(P2(SP(C3C=CC(OC)=CC=3)(=S)S2)=[S:36])=CC=1.O>COCCOC>[Si:1]([O:8][CH2:9][C@H:10]([NH:17][C:18](=[S:36])[C:19]1[CH:24]=[CH:23][CH:22]=[C:21]([I:25])[CH:20]=1)[C:11]1[CH:16]=[CH:15][CH:14]=[CH:13][CH:12]=1)([C:4]([CH3:7])([CH3:6])[CH3:5])([CH3:3])[CH3:2]. Reported procedure: To a solution of N-(1-tert-butyldimethylsilyloxy-2(R)-phenylethan-2-yl)-3-iodobenzamide (13.1 g, 27.2 mmol) in 1,2-dimethoxyethane (80 ml) was added Lawesson's reagent (8.2 g, 20 mmol). The reaction mixture was stirred at ambient temperature for 1 h and then at 60° C. for 2 hours, cooled and poured into water (100 ml). The mixture was extracted with CH2 Cl2 (2×50 ml), washed with brine (100 ml), dried (MgSO4) and concentrated under reduced pressure. The resulting residue was purified by column c... Reactants: COC(=O)C1CC(O)C(CNC(=O)c2ccc(Cl)s2)C1, Nc1ccc(N2CCOCC2=O)cc1. Yields the product O=C(NCC1CC(C(=O)Nc2ccc(N3CCOCC3=O)cc2)CC1O)c1ccc(Cl)s1. RXN SMILES: [CH3:1][O:2][C:3](=[O:4])[CH:5]1[CH2:6][CH:7]([CH2:11][NH:12][C:13](=[O:14])[c:15]2[s:16][c:17]([Cl:20])[cH:18][cH:19]2)[CH:8]([OH:10])[CH2:9]1.[NH2:21][c:22]1[cH:23][cH:24][c:25]([N:28]2[C:29](=[O:34])[CH2:30][O:31][CH2:32][CH2:33]2)[cH:26][cH:27]1>>[C:3](=[O:4])([CH:5]1[CH2:6][CH:7]([CH2:11][NH:12][C:13](=[O:14])[c:15]2[s:16][c:17]([Cl:20])[cH:18][cH:19]2)[CH:8]([OH:10])[CH2:9]1)[NH:21][c:22]1[cH:23][cH:24][c:25]([N:28]2[C:29](=[O:34])[CH2:30][O:31][CH2:32][CH2:33]2)[cH:26][cH:27]1. The reactants are Cl (HCl), α-naphthylmethylene-thiacetic acid, ClCC(=O)[O-].[Na+] (sodium chloroacetate), [OH-].[Na+] (sodium hydroxide), NC(=S)N (thiourea), ClCC1=CC=CC2=CC=CC=C12 (α-chloromethylnaphthalene). Solvent: O (water), O (water). Yields the product C1(=CC=CC2=CC=CC=C12)C=CC(=S)O (α-Naphthylmethylene-thioacetic acid). The yield is 95.0%. RXN SMILES: NC(N)=[S:3].Cl[CH2:6][C:7]1[C:16]2[C:11](=[CH:12][CH:13]=[CH:14][CH:15]=2)[CH:10]=[CH:9][CH:8]=1.[OH-].[Na+].Cl[CH2:20][C:21]([O-:23])=O.[Na+].Cl>O>[C:7]1([CH:6]=[CH:20][C:21]([OH:23])=[S:3])[C:16]2[C:11](=[CH:12][CH:13]=[CH:14][CH:15]=2)[CH:10]=[CH:9][CH:8]=1 |f:2.3,4.5|. Reported procedure: A solution of 15.2 g (0.2 mol) of thiourea in 100 ml of water is introduced into a 1 liter three-necked flask equipped with a magnetic stirrer, a condenser and a dropping funnel, and 35.3 g (0.2 mol) of α-chloromethylnaphthalene are added all at once, at 50°-60° C. The mixture is heated until it reaches the refluxing temperature and is kept at the boil for quarter of an hour. The thiouronium salt precipitates. The mixture is then cooled and a solution of 32 g of sodium hydroxide (0.8 mol) in 50 ... The reactants are [N+](=O)([O-])[O-].[K+] (potassium nitrate), C(=O)(C(=O)OCC)NC1=CC(=CC(=C1)C(F)(F)F)C(F)(F)F (N-ethoxalyl-3,5-bistrifluoromethylaniline), ice water. Run in S(O)(O)(=O)=O (sulfuric acid). Conditions: time 90 minute. Product: C(=O)(C(=O)OCC)NC1=C(C(=CC(=C1)C(F)(F)F)C(F)(F)F)[N+](=O)[O-] (N-ethoxalyl-3,5-bistrifluoromethyl-2-nitroaniline). Isolated yield 9.0%. Reaction SMILES: [C:1]([NH:8][C:9]1[CH:14]=[C:13]([C:15]([F:18])([F:17])[F:16])[CH:12]=[C:11]([C:19]([F:22])([F:21])[F:20])[CH:10]=1)([C:3]([O:5][CH2:6][CH3:7])=[O:4])=[O:2].[N+:23]([O-])([O-:25])=[O:24].[K+]>S(=O)(=O)(O)O>[C:1]([NH:8][C:9]1[CH:10]=[C:11]([C:19]([F:20])([F:21])[F:22])[CH:12]=[C:13]([C:15]([F:16])([F:17])[F:18])[C:14]=1[N+:23]([O-:25])=[O:24])([C:3]([O:5][CH2:6][CH3:7])=[O:4])=[O:2] |f:1.2|. Reported procedure: To a solution of 4.3 g (13 mmol) N-ethoxalyl-3,5-bistrifluoromethylaniline in 15 ml concentrated sulfuric acid was added at 0° C. 1.5 g (15 mmol) potassium nitrate. Stirring was continued at 0° C. for 90 min., and then at 25° C. for 120 min. The reaction mixture was poured into 100 ml ice-water and the precipitate was filtered off. The crude product was purified by column chromatography on silica gel with toluene/ethylacetate 5:1 as eluent, to give 0.44 g (9%) of N-ethoxalyl-3,5-bistrifluorometh... Reactants: C=CC, CCC, CC(=O)O. Yields the product C=CC, CC(=O)OC(C)C. RXN SMILES: [CH2:1]=[CH:2][CH3:3].[CH3:4][CH2:5][CH3:6].[CH3:7][C:8]([OH:9])=[O:10]>>[CH2:1]=[CH:2][CH3:3].[CH3:4][CH:5]([CH3:6])[O:10][C:8]([CH3:7])=[O:9].